Dataset: the Open Reaction Database (ORD), a public repository of structured organic reaction records. Task: describe an organic reaction: reactants, conditions, products, and yield Reactants: OC(C(F)(F)F)(C)C1CCC(CC1)=O (4-(2-hydroxy-1,1,1-trifluoro-2-propyl)cyclohexanone), [H][H] (hydrogen), N (ammonia). Reagents/catalysts: [Rh] (rhodium). Product: NC1CCC(CC1)C(C(F)(F)F)(C)O (1 -Amino-4-(2-hydroxy-1,1,1 -trifluoro-2-propyl)cyclohexane). Reaction SMILES: [OH:1][C:2]([CH:8]1[CH2:13][CH2:12][C:11](=O)[CH2:10][CH2:9]1)([CH3:7])[C:3]([F:6])([F:5])[F:4].[H][H].[NH3:17]>[Rh]>[NH2:17][CH:11]1[CH2:12][CH2:13][CH:8]([C:2]([OH:1])([CH3:7])[C:3]([F:6])([F:5])[F:4])[CH2:9][CH2:10]1. Procedure: 11.1 g (53 mmol) of 4-(2-hydroxy-1,1,1-trifluoro-2-propyl)cyclohexanone were subjected to reductive amination in 150 ml of ammonia-saturated methanol in the presence of 2.3 g of rhodium (5% on charcoal) with 50 bar of hydrogen. 9.0 g (80.1% of theory) were obtained of a colorless oil which was reacted without further purification. Reactants: N (ammonia), C[Si](N1C=NC=C1)(C)C (1-trimethylsilylimidazole), COC(=O)C=1N(C2=CC(=CC=C2C1)CBr)C(C)=O (1-acetyl-6-bromomethylindole-2-carboxylic acid methyl ester). Run in C1(=CC=CC=C1)C (toluene), C1(=CC=CC=C1)C (toluene), C(C)O (ethanol). Reaction conditions: time 2 hour. The product is COC(=O)C=1NC2=CC(=CC=C2C1)CC=1NC=CN1 (6-(1-imidazolylmethyl)indole-2-carboxylic acid methyl ester). Isolated yield 58.4%. RXN SMILES: [CH3:1][O:2][C:3]([C:5]1[N:6](C(=O)C)[C:7]2[C:12]([CH:13]=1)=[CH:11][CH:10]=[C:9]([CH2:14]Br)[CH:8]=2)=[O:4].C[Si](C)(C)[N:21]1[CH:25]=[CH:24][N:23]=[CH:22]1.N>C1(C)C=CC=CC=1.C(O)C>[CH3:1][O:2][C:3]([C:5]1[NH:6][C:7]2[C:12]([CH:13]=1)=[CH:11][CH:10]=[C:9]([CH2:14][C:22]1[NH:21][CH:25]=[CH:24][N:23]=1)[CH:8]=2)=[O:4]. Procedure details: A solution of 1-acetyl-6-bromomethylindole-2-carboxylic acid methyl ester (3.1 g.) in toluene (25 ml.) was added dropwise with stirring to a solution of 1-trimethylsilylimidazole (5.60 g.) in toluene (25 ml.) at 80° C. The mixture was stirred at 80° for 2 hours and then evaporated. Water was added and the mixture was extracted several times with ethyl acetate. The combined extracts were washed with water, dried (Na2SO4) and evaporated to give an oil which was dissovled in a concentrated solution...